The task is: describe an organic reaction: reactants, conditions, products, and yield. This data is from the Open Reaction Database (ORD), a public repository of structured organic reaction records. Reactants: BrCc1ccccc1, O=C([O-])[O-], CC(C)=O, [K+], [K+], O=C(c1ccccc1)C(O)Cc1cccc(O)c1. Yields the product O=C(c1ccccc1)C(O)Cc1cccc(OCc2ccccc2)c1. As a reaction SMILES: [Br:19][CH2:20][c:21]1[cH:22][cH:23][cH:24][cH:25][cH:26]1.[C:27](=[O:28])([O-:29])[O-:30].[CH3:33][C:34](=[O:35])[CH3:36].[K+:31].[K+:32].[OH:1][CH:2]([C:3](=[O:4])[c:5]1[cH:6][cH:7][cH:8][cH:9][cH:10]1)[CH2:11][c:12]1[cH:13][cH:14][cH:15][c:16]([OH:18])[cH:17]1>>[OH:1][CH:2]([C:3](=[O:4])[c:5]1[cH:6][cH:7][cH:8][cH:9][cH:10]1)[CH2:11][c:12]1[cH:13][cH:14][cH:15][c:16]([O:18][CH2:20][c:21]2[cH:22][cH:23][cH:24][cH:25][cH:26]2)[cH:17]1.